Dataset: the Open Reaction Database (ORD), a public repository of structured organic reaction records. Task: describe an organic reaction: reactants, conditions, products, and yield Reactants: CN(C=1C=C(C(=O)OCC)C=C(C1)\C=C\C1=CC(=C(C(=C1)C)OCOC)C)C ((E)-Ethyl 3-(dimethylamino)-5-(4-(methoxymethoxy)-3,5-dimethylstyryl)benzoate), [OH-].[Na+] (NaOH), C(CC(O)(C(=O)O)CC(=O)O)(=O)O (citric acid). The solvent is C1CCOC1 (THF), CCO (EtOH), CCOC(=O)C (EtOAc). Reaction conditions: time 18 hour. The product is CN(C=1C=C(C(=O)O)C=C(C1)\C=C\C1=CC(=C(C(=C1)C)OCOC)C)C ((E)-3-(dimethylamino)-5-(4-(methoxymethoxy)-3,5-dimethylstyryl)benzoic acid). The yield is 96.9%. RXN SMILES: [CH3:1][N:2]([CH3:28])[C:3]1[CH:4]=[C:5]([CH:11]=[C:12](/[CH:14]=[CH:15]/[C:16]2[CH:21]=[C:20]([CH3:22])[C:19]([O:23][CH2:24][O:25][CH3:26])=[C:18]([CH3:27])[CH:17]=2)[CH:13]=1)[C:6]([O:8]CC)=[O:7].[OH-].[Na+].C(O)(=O)CC(CC(O)=O)(C(O)=O)O>C1COCC1.CCO.CCOC(C)=O>[CH3:28][N:2]([CH3:1])[C:3]1[CH:4]=[C:5]([CH:11]=[C:12](/[CH:14]=[CH:15]/[C:16]2[CH:17]=[C:18]([CH3:27])[C:19]([O:23][CH2:24][O:25][CH3:26])=[C:20]([CH3:22])[CH:21]=2)[CH:13]=1)[C:6]([OH:8])=[O:7] |f:1.2|. Reported procedure: To a solution of Compound 4 (1.046 g, 2.728 mmol) in THF and EtOH ( 8/4 mL) was added 2 N NaOH (2.728 mL, 5.456 mmol) at room temperature. The reaction mixture was stirred overnight (about 18 hours) at room temperature and diluted with EtOAc and acidified with 5% citric acid. The solution was washed with saturated brine and dried with Na2SO4. The solution was filtered and concentrated. Compound 5 (0.94 g, 97%) was obtained without further purification (TLC indicated a pure compound). 1H-NMR (500... The reactants are CSCc1cccc2cc[nH]c12, [Cl-], ClCCl, OC1(C2CC2)CCc2ccc(Cl)cc21, [NH4+], O=C(O)C(F)(F)F. Yields the product CSCc1cccc2c(C3(C4CC4)CCc4ccc(Cl)cc43)c[nH]c12. RXN SMILES: [CH3:22][S:23][CH2:24][c:25]1[cH:26][cH:27][cH:28][c:29]2[cH:30][cH:31][nH:32][c:33]12.[Cl-:34].[Cl:36][CH2:37][Cl:38].[Cl:8][c:9]1[cH:10][cH:11][c:12]2[c:16]([cH:17]1)[C:15]([OH:18])([CH:19]1[CH2:20][CH2:21]1)[CH2:14][CH2:13]2.[NH4+:35].[OH:1][C:2]([C:3]([F:4])([F:5])[F:6])=[O:7]>>[Cl:8][c:9]1[cH:10][cH:11][c:12]2[c:16]([cH:17]1)[C:15]([CH:19]1[CH2:20][CH2:21]1)([c:30]1[c:29]3[cH:28][cH:27][cH:26][c:25]([CH2:24][S:23][CH3:22])[c:33]3[nH:32][cH:31]1)[CH2:14][CH2:13]2. The reactants are Cc1ccc(-c2cn(CCOC3CCCCO3)nn2)cc1C(=O)c1ccc(Nc2ccc(F)cc2F)cc1Cl, C#Cc1ccc(C)c(C(=O)c2ccc(Nc3ccc(F)cc3F)cc2Cl)c1, [N-]=[N+]=NCCCOC1CCCCO1. Yields the product Cc1ccc(-c2cn(CCCOC3CCCCO3)nn2)cc1C(=O)c1ccc(Nc2ccc(F)cc2F)cc1Cl. As a reaction SMILES: [Cl:1][c:2]1[c:3]([C:17](=[O:18])[c:19]2[c:20]([CH3:39])[cH:21][cH:22][c:23](-[c:25]3[n:26][n:27][n:28]([CH2:30][CH2:31][O:32][CH:33]4[CH2:34][CH2:35][CH2:36][CH2:37][O:38]4)[cH:29]3)[cH:24]2)[cH:4][cH:5][c:6]([NH:8][c:9]2[c:10]([F:16])[cH:11][c:12]([F:15])[cH:13][cH:14]2)[cH:7]1.[Cl:40][c:41]1[cH:42][c:43]([NH:44][c:45]2[cH:46][cH:47][c:48]([F:49])[cH:50][c:51]2[F:52])[cH:53][cH:54][c:55]1[C:56]([c:57]1[cH:58][c:59]([C:60]#[CH:61])[cH:62][cH:63][c:64]1[CH3:65])=[O:66].[N:67]([CH2:68][CH2:69][CH2:72][O:73][CH:74]1[O:75][CH2:76][CH2:77][CH2:78][CH2:79]1)=[N+:70]=[N-:71]>>[Cl:1][c:2]1[c:3]([C:17](=[O:18])[c:19]2[c:20]([CH3:39])[cH:21][cH:22][c:23](-[c:25]3[n:26][n:27][n:28]([CH2:30][CH2:31][CH2:72][O:73][CH:74]4[O:75][CH2:76][CH2:77][CH2:78][CH2:79]4)[cH:29]3)[cH:24]2)[cH:4][cH:5][c:6]([NH:8][c:9]2[c:10]([F:16])[cH:11][c:12]([F:15])[cH:13][cH:14]2)[cH:7]1. Reactants: O.NN (hydrazine hydrate), C(C)N(C(OC(C)(C)C)=O)CCN1C2=C(SCC1)C=CC(=C2)[N+](=O)[O-] (tert-butyl ethyl(2-(6-nitro-2H-benzo[b][1,4]thiazin-4(3H)-yl)ethyl)carbamate). Reagents/catalysts: [Ni] (Raney-Nickel). Solvent: C(C)(=O)OCC (ethyl acetate), C(C)O (ethanol). Reaction conditions: temperature 50 celsius, time 10 minute. The product is NC1=CC2=C(SCCN2CCN(C(OC(C)(C)C)=O)CC)C=C1 (tert-Butyl 2-(6-amino-2H-benzo[b][1,4]thiazin-4(3H)-yl)ethyl(ethyl)carbamate). The yield is 95.2%. As a reaction SMILES: [CH2:1]([N:3]([CH2:11][CH2:12][N:13]1[CH2:18][CH2:17][S:16][C:15]2[CH:19]=[CH:20][C:21]([N+:23]([O-])=O)=[CH:22][C:14]1=2)[C:4](=[O:10])[O:5][C:6]([CH3:9])([CH3:8])[CH3:7])[CH3:2].O.NN>C(O)C.C(OCC)(=O)C.[Ni]>[NH2:23][C:21]1[CH:20]=[CH:19][C:15]2[S:16][CH2:17][CH2:18][N:13]([CH2:12][CH2:11][N:3]([CH2:1][CH3:2])[C:4](=[O:10])[O:5][C:6]([CH3:9])([CH3:8])[CH3:7])[C:14]=2[CH:22]=1 |f:1.2|. Procedure details: To a stirred solution of tert-butyl ethyl(2-(6-nitro-2H-benzo[b][1,4]thiazin-4(3H)-yl)ethyl)carbamate (925 mg, 2.52 mmol) in ethanol (10 mL) was added Raney-Nickel (˜148 mg, 2.52 mmol) followed by hydrazine hydrate (1.225 mL, 25.2 mmol). The resulting mixture was stirred vigorously at 50° C. for 10 minutes. The mixture was then cooled to room temperature, diluted with ethyl acetate, and then washed sequentially with a 1:1 mixture of water and saturated sodium carbonate (3×) and saturated sodium ... The reactants are C(CCCCC)[Li] (hexyllithium), C(CCCCC)[Li] (hexyllithium), BrCCl (bromochloromethane), BrCCl (bromochloromethane), Cl (hydrochloric acid), solution, C(CCCCC)[Li] (hexyllithium), COC(=O)N[C@H](C(=O)OC)CC1=CC=CC=C1 (methyl (S)-2-methoxycarbonylamino-3-phenyl-propionate), BrCCl (bromochloromethane). Run in O (water), O1CCCC1 (tetrahydrofuran), CCCCCC (hexane), O1CCCC1 (tetrahydrofuran). Product: C(C1=CC=CC=C1)[C@@H](C(CCl)=O)NC(OC)=O (methyl (S)-(1-benzyl-3-chloro-2-oxo-propyl)-carbamate). Yield: 37.0%. As a reaction SMILES: C([Li])CCCCC.[CH3:8][O:9][C:10]([NH:12][C@@H:13]([CH2:18][C:19]1[CH:24]=[CH:23][CH:22]=[CH:21][CH:20]=1)[C:14]([O:16]C)=O)=[O:11].Br[CH2:26][Cl:27].Cl>CCCCCC.O1CCCC1.O>[CH2:18]([C@H:13]([NH:12][C:10](=[O:11])[O:9][CH3:8])[C:14](=[O:16])[CH2:26][Cl:27])[C:19]1[CH:24]=[CH:23][CH:22]=[CH:21][CH:20]=1. Procedure: 41.7 ml of a 2.6 molar solution of hexyllithium in hexane were added dropwise at -80° C. to a solution of 9.50 g of methyl (S)-2-methoxycarbonylamino-3-phenyl-propionate and 3.22 ml of bromochloromethane in 60 ml of tetrahydrofuran. Subsequently, a further 2.14 ml of bromochloromethane were added and the mixture was again treated with 23 ml of hexyllithium solution, a further 1.54 ml of bromochloromethane were added and the mixture was again treated with 7.7 ml of hexyllithium solution. The solu...